This data is from the Open Reaction Database (ORD), a public repository of structured organic reaction records. The task is: describe an organic reaction: reactants, conditions, products, and yield Reactants: BrC=1C=C(C=CC1C)CNC(=O)C1=NC(=CC=C1)C(=O)NCC=1C(=C2C(=NC1CC)N(N=C2)CC)NC2CCOCC2 (N-[(3-bromo-4-methylphenyl)methyl]-N′-{[1,6-diethyl-4-(tetrahydro-2H-pyran-4-ylamino)-1H-pyrazolo[3,4-b]pyridin-5-yl]methyl}-2,6-pyridinedicarboxamide), CC1(OB(OC1(C)C)C=1C=C(C=CC1)CC1CCN(CC1)C(=O)OC(C)(C)C)C (1,1-dimethylethyl 4-{[3-(4,4,5,5-tetramethyl-1,3,2-dioxaborolan-2-yl)phenyl]methyl}-1-piperidinecarboxylate), C(=O)([O-])[O-].[Na+].[Na+] (Na2CO3). Reagents/catalysts: C1=CC=C(C=C1)P([C-]2C=CC=C2)C3=CC=CC=C3.C1=CC=C(C=C1)P([C-]2C=CC=C2)C3=CC=CC=C3.Cl[Pd]Cl.[Fe+2] (PdCl2(dppf)). The solvent is O1CCOCC1 (1,4-dioxane), O (water). Reaction conditions: temperature 100 celsius. Yields the product C(C)N1N=CC=2C1=NC(=C(C2NC2CCOCC2)CNC(=O)C2=CC=CC(=N2)C(=O)NCC=2C=CC(=C(C2)C2=CC(=CC=C2)CC2CCN(CC2)C(=O)OC(C)(C)C)C)CC (1,1-dimethylethyl 4-[(5′-{[({6-[({[1,6-diethyl-4-(tetrahydro-2H-pyran-4-ylamino)-1H-pyrazolo[3,4-b]pyridin-5-yl]methyl}amino)carbonyl]-2-pyridinyl}carbonyl)amino]methyl}-2′-methyl-3-biphenylyl)methyl]-1-piperidinecarboxylate). Reaction SMILES: Br[C:2]1[CH:3]=[C:4]([CH2:9][NH:10][C:11]([C:13]2[CH:18]=[CH:17][CH:16]=[C:15]([C:19]([NH:21][CH2:22][C:23]3[C:24]([NH:36][CH:37]4[CH2:42][CH2:41][O:40][CH2:39][CH2:38]4)=[C:25]4[CH:33]=[N:32][N:31]([CH2:34][CH3:35])[C:26]4=[N:27][C:28]=3[CH2:29][CH3:30])=[O:20])[N:14]=2)=[O:12])[CH:5]=[CH:6][C:7]=1[CH3:8].CC1(C)C(C)(C)OB([C:51]2[CH:52]=[C:53]([CH2:57][CH:58]3[CH2:63][CH2:62][N:61]([C:64]([O:66][C:67]([CH3:70])([CH3:69])[CH3:68])=[O:65])[CH2:60][CH2:59]3)[CH:54]=[CH:55][CH:56]=2)O1.C([O-])([O-])=O.[Na+].[Na+]>O1CCOCC1.O.C1C=CC(P(C2C=CC=CC=2)[C-]2C=CC=C2)=CC=1.C1C=CC(P(C2C=CC=CC=2)[C-]2C=CC=C2)=CC=1.Cl[Pd]Cl.[Fe+2]>[CH2:34]([N:31]1[C:26]2=[N:27][C:28]([CH2:29][CH3:30])=[C:23]([CH2:22][NH:21][C:19]([C:15]3[N:14]=[C:13]([C:11]([NH:10][CH2:9][C:4]4[CH:5]=[CH:6][C:7]([CH3:8])=[C:2]([C:55]5[CH:56]=[CH:51][CH:52]=[C:53]([CH2:57][CH:58]6[CH2:59][CH2:60][N:61]([C:64]([O:66][C:67]([CH3:70])([CH3:69])[CH3:68])=[O:65])[CH2:62][CH2:63]6)[CH:54]=5)[CH:3]=4)=[O:12])[CH:18]=[CH:17][CH:16]=3)=[O:20])[C:24]([NH:36][CH:37]3[CH2:42][CH2:41][O:40][CH2:39][CH2:38]3)=[C:25]2[CH:33]=[N:32]1)[CH3:35] |f:2.3.4,7.8.9.10|. Reported procedure: A mixture of N-[(3-bromo-4-methylphenyl)methyl]-N′-{[1,6-diethyl-4-(tetrahydro-2H-pyran-4-ylamino)-1H-pyrazolo[3,4-b]pyridin-5-yl]methyl}-2,6-pyridinedicarboxamide (50 mg, 0.079 mmol), 1,1-dimethylethyl 4-{[3-(4,4,5,5-tetramethyl-1,3,2-dioxaborolan-2-yl)phenyl]methyl}-1-piperidinecarboxylate (24.8 mg, 0.079 mmol), Na2CO3 (25.05 mg, 0.236 mmol) and PdCl2(dppf) (5.77 mg, 7.88 μmol) was diluted in a mixture of 1,4-dioxane (3 mL) and water (1 mL) in a 2-5 mL in a Biotage microwave reaction tube. The... Starting materials: N#Cc1nn(-c2c(Cl)cc(C(F)(F)F)cc2Cl)c(N)c1S(=O)(=O)C(F)(F)F, O, O=S(=O)(O)O. Product: NC(=O)c1nn(-c2c(Cl)cc(C(F)(F)F)cc2Cl)c(N)c1S(=O)(=O)C(F)(F)F. As a reaction SMILES: [NH2:1][c:2]1[c:3]([S:21](=[O:22])(=[O:23])[C:24]([F:25])([F:26])[F:27])[c:4]([C:19]#[N:20])[n:5][n:6]1-[c:7]1[c:8]([Cl:18])[cH:9][c:10]([C:14]([F:15])([F:16])[F:17])[cH:11][c:12]1[Cl:13].[OH2:33].[S:28]([OH:29])(=[O:30])(=[O:31])[OH:32]>>[NH2:1][c:2]1[c:3]([S:21](=[O:22])(=[O:23])[C:24]([F:25])([F:26])[F:27])[c:4]([C:19]([NH2:20])=[O:29])[n:5][n:6]1-[c:7]1[c:8]([Cl:18])[cH:9][c:10]([C:14]([F:15])([F:16])[F:17])[cH:11][c:12]1[Cl:13]. Starting materials: O=C(Cl)CCl, Cl, Cc1[nH]cc(N)c1C(=O)c1ccccc1, [Na+], [OH-], O. Product: Cc1[nH]cc(NC(=O)CCl)c1C(=O)c1ccccc1. RXN SMILES: [Cl:17][CH2:18][C:19](=[O:20])[Cl:21].[ClH:1].[NH2:2][c:3]1[c:4]([C:9]([c:10]2[cH:11][cH:12][cH:13][cH:14][cH:15]2)=[O:16])[c:5]([CH3:8])[nH:6][cH:7]1.[Na+:23].[OH-:22].[OH2:24]>>[NH:2]([c:3]1[c:4]([C:9]([c:10]2[cH:11][cH:12][cH:13][cH:14][cH:15]2)=[O:16])[c:5]([CH3:8])[nH:6][cH:7]1)[C:19]([CH2:18][Cl:17])=[O:20]. The reactants are C1(=CC=CC=C1)N1CCNCC1 (4-phenylpiperazine), C(C(C)(C)C)OC(N(C)C)OCC(C)(C)C (dimethylformamide dineopentyl acetal). The solvent is C(Cl)(Cl)Cl (chloroform). Product: CC(COC(N1CCN(CC1)C1=CC=CC=C1)OCC(C)(C)C)(C)C (1-[Bis(2,2-dimethylpropoxy)methyl]-4-phenylpiperazine). Reaction SMILES: [C:1]1([N:7]2[CH2:12][CH2:11][NH:10][CH2:9][CH2:8]2)[CH:6]=[CH:5][CH:4]=[CH:3][CH:2]=1.[CH2:13]([O:18][CH:19]([O:23][CH2:24][C:25]([CH3:28])([CH3:27])[CH3:26])N(C)C)[C:14]([CH3:17])([CH3:16])[CH3:15]>C(Cl)(Cl)Cl>[CH3:15][C:14]([CH3:17])([CH3:16])[CH2:13][O:18][CH:19]([O:23][CH2:24][C:25]([CH3:28])([CH3:27])[CH3:26])[N:10]1[CH2:11][CH2:12][N:7]([C:1]2[CH:6]=[CH:5][CH:4]=[CH:3][CH:2]=2)[CH2:8][CH2:9]1. Reported procedure: A solution of 4-phenylpiperazine (0.162 g, 0.001 mol) and dimethylformamide dineopentyl acetal (0.346 g, 0.0015 mol) in anhydrous chloroform (5 mL) was refluxed for 10 hours. The solvent and excess reagent were removed (100° C./1 mm) to give the product in quantitative yield. Starting materials: BrC1=NC=2N(C(N(C(C2N1)=O)CCCO)=O)C (8-bromo-1-(3-hydroxypropyl)-3-methyl-1H-purine-2,6(3H,7H)-dione), BrC1=NC=2N(C(N(C(C2N1)=O)CCCO)=O)C (8-bromo-1-(3-hydroxypropyl)-3-methyl-1H-purine-2,6(3H,7H)-dione), ICC (iodoethane), C([O-])([O-])=O.[K+].[K+] (potassium carbonate). Run in CN(C)C=O (DMF). Conditions: temperature 50 celsius. The product is BrC1=NC=2N(C(N(C(C2N1CC)=O)CCCO)=O)C (8-bromo-7-ethyl-1-(3-hydroxypropyl)-3-methyl-1H-purine-2,6(3H,7H)-dione). Yield: 91.5%. RXN SMILES: [Br:1][C:2]1[NH:10][C:9]2[C:8](=[O:11])[N:7]([CH2:12][CH2:13][CH2:14][OH:15])[C:6](=[O:16])[N:5]([CH3:17])[C:4]=2[N:3]=1.I[CH2:19][CH3:20].C(=O)([O-])[O-].[K+].[K+]>CN(C=O)C>[Br:1][C:2]1[N:10]([CH2:19][CH3:20])[C:9]2[C:8](=[O:11])[N:7]([CH2:12][CH2:13][CH2:14][OH:15])[C:6](=[O:16])[N:5]([CH3:17])[C:4]=2[N:3]=1 |f:2.3.4|. Reported procedure: To a solution of 8-bromo-1-(3-hydroxypropyl)-3-methyl-1H-purine-2,6(3H,7H)-dione (0.4 g, 1.32 mmol, product of intermediate 16 step 2) in DMF (10 mL) was added iodoethane (0.25 g, 1.58 mmol) and potassium carbonate (0.27 g, 1.98 mmol). The reaction was heated at 50° C. for 2 h. The mixture was cooled and partitioned between ethyl acetate and water. The combined organic layer was dried over sodium sulfate, filtered and concentrated to give 8-bromo-7-ethyl-1-(3-hydroxypropyl)-3-methyl-1H-purine-2,... Reactants: Brc1cccc(-c2ccccc2-n2cncn2)c1, CCCC[Sn](CCCC)(CCCC)c1cnc2nc(C(F)(F)F)ccn12, CO, ClCCl. Product: FC(F)(F)c1ccn2c(-c3cccc(-c4ccccc4-n4cncn4)c3)cnc2n1. RXN SMILES: [Br:1][c:2]1[cH:3][c:4](-[c:8]2[c:9](-[n:14]3[n:15][cH:16][n:17][cH:18]3)[cH:10][cH:11][cH:12][cH:13]2)[cH:5][cH:6][cH:7]1.[CH2:19]([Sn:20]([CH2:21][CH2:22][CH2:23][CH3:37])([c:24]1[cH:25][n:26][c:27]2[n:28]1[cH:29][cH:30][c:31]([C:33]([F:34])([F:35])[F:36])[n:32]2)[CH2:38][CH2:39][CH2:40][CH3:41])[CH2:42][CH2:43][CH3:44].[CH3:45][OH:46].[Cl:47][CH2:48][Cl:49]>>[c:2]1(-[c:24]2[cH:25][n:26][c:27]3[n:28]2[cH:29][cH:30][c:31]([C:33]([F:34])([F:35])[F:36])[n:32]3)[cH:3][c:4](-[c:8]2[c:9](-[n:14]3[n:15][cH:16][n:17][cH:18]3)[cH:10][cH:11][cH:12][cH:13]2)[cH:5][cH:6][cH:7]1.